Task: describe an organic reaction: reactants, conditions, products, and yield. Dataset: the Open Reaction Database (ORD), a public repository of structured organic reaction records Starting materials: C(C)OC(C1=C(C=C(C=C1)N1C=C(C2=CC(=C(C=C12)F)F)C#N)O)=O (4-(3-cyano-5,6-difluoroindol-1-yl)-2-hydroxybenzoic acid ethyl ester), O1CCCC1 (tetrahydrofuran), [OH-].[Li+] (lithium hydroxide), Cl (hydrochloric acid). The solvent is O (water), C(C)O (ethanol). Run at time 26 hour. The product is C(#N)C1=CN(C2=CC(=C(C=C12)F)F)C1=CC(=C(C(=O)O)C=C1)O (4-(3-Cyano-5,6-difluoroindol-1-yl)-2-hydroxybenzoic acid). The yield is 88.3%. RXN SMILES: C([O:3][C:4](=[O:25])[C:5]1[CH:10]=[CH:9][C:8]([N:11]2[C:19]3[C:14](=[CH:15][C:16]([F:21])=[C:17]([F:20])[CH:18]=3)[C:13]([C:22]#[N:23])=[CH:12]2)=[CH:7][C:6]=1[OH:24])C.O1CCCC1.[OH-].[Li+].Cl>O.C(O)C>[C:22]([C:13]1[C:14]2[C:19](=[CH:18][C:17]([F:20])=[C:16]([F:21])[CH:15]=2)[N:11]([C:8]2[CH:9]=[CH:10][C:5]([C:4]([OH:25])=[O:3])=[C:6]([OH:24])[CH:7]=2)[CH:12]=1)#[N:23] |f:2.3|. Reported procedure: To a solution of 4-(3-cyano-5,6-difluoroindol-1-yl)-2-hydroxybenzoic acid ethyl ester (0.074 g) in a mixed solvent of tetrahydrofuran (3.0 mL) and ethanol (0.75 mL) were added 0.1 g/mL aqueous lithium hydroxide solution (0.62 mL) and water (1.0 mL), and this mixture was stirred at room temperature for 26 hours. To this reaction mixture was added 2 mol/L hydrochloric acid (5 mL), this organic solvent was removed under reduced pressure. This resulting mixture was extracted with ethyl acetate, this... Starting materials: CC(C)(C)OC(=O)N1CCNCC1, CC#N, O=[N+]([O-])c1cccc(Cl)c1Cl, [K+], [K+], O=C([O-])[O-]. Yields the product CC(C)(C)OC(=O)N1CCN(c2c(Cl)cccc2[N+](=O)[O-])CC1. Reaction SMILES: [C:12]([CH3:13])([CH3:14])([CH3:15])[O:16][C:17](=[O:18])[N:19]1[CH2:20][CH2:21][NH:22][CH2:23][CH2:24]1.[CH3:31][C:32]#[N:33].[Cl:1][c:2]1[c:3]([Cl:11])[c:4]([N+:8](=[O:9])[O-:10])[cH:5][cH:6][cH:7]1.[K+:25].[K+:26].[O-:27][C:28]([O-:29])=[O:30]>>[Cl:1][c:2]1[c:3]([N:22]2[CH2:21][CH2:20][N:19]([C:17]([O:16][C:12]([CH3:13])([CH3:14])[CH3:15])=[O:18])[CH2:24][CH2:23]2)[c:4]([N+:8](=[O:9])[O-:10])[cH:5][cH:6][cH:7]1.